From a dataset of the Open Reaction Database (ORD), a public repository of structured organic reaction records. describe an organic reaction: reactants, conditions, products, and yield Reactants: CC#N, Cl, Cl[Cu], O=N[O-], CCOC(=O)C1(c2cc(OCC(F)(F)F)c(N)c(-c3ccc(C(F)(F)F)cc3)c2)CCCC1, [Na+], O, O. The product is CCOC(=O)C1(c2cc(OCC(F)(F)F)c(Cl)c(-c3ccc(C(F)(F)F)cc3)c2)CCCC1. Reaction SMILES: [CH3:38][C:39]#[N:40].[ClH:42].[Cu:44][Cl:45].[N:34]([O-:35])=[O:36].[NH2:1][c:2]1[c:3]([O:28][CH2:29][C:30]([F:31])([F:32])[F:33])[cH:4][c:5]([C:18]2([C:23](=[O:24])[O:25][CH2:26][CH3:27])[CH2:19][CH2:20][CH2:21][CH2:22]2)[cH:6][c:7]1-[c:8]1[cH:9][cH:10][c:11]([C:14]([F:15])([F:16])[F:17])[cH:12][cH:13]1.[Na+:37].[OH2:41].[OH2:43]>>[c:2]1([Cl:42])[c:3]([O:28][CH2:29][C:30]([F:31])([F:32])[F:33])[cH:4][c:5]([C:18]2([C:23](=[O:24])[O:25][CH2:26][CH3:27])[CH2:19][CH2:20][CH2:21][CH2:22]2)[cH:6][c:7]1-[c:8]1[cH:9][cH:10][c:11]([C:14]([F:15])([F:16])[F:17])[cH:12][cH:13]1. The reactants are CC(=O)O, [Fe], O, CC(Cn1ncc2ccc(O)c([N+](=O)[O-])c21)NC(=O)OCc1ccccc1. The product is CC(Cn1ncc2ccc(O)c(N)c21)NC(=O)OCc1ccccc1. RXN SMILES: [CH3:28][C:29](=[O:30])[OH:31].[Fe:32].[OH2:33].[OH:1][c:2]1[cH:3][cH:4][c:5]2[cH:6][n:7][n:8]([CH2:14][CH:15]([CH3:16])[NH:17][C:18]([O:19][CH2:20][c:21]3[cH:22][cH:23][cH:24][cH:25][cH:26]3)=[O:27])[c:9]2[c:10]1[N+:11]([O-:12])=[O:13]>>[OH:1][c:2]1[cH:3][cH:4][c:5]2[cH:6][n:7][n:8]([CH2:14][CH:15]([CH3:16])[NH:17][C:18]([O:19][CH2:20][c:21]3[cH:22][cH:23][cH:24][cH:25][cH:26]3)=[O:27])[c:9]2[c:10]1[NH2:11]. Starting materials: COc1cc2c(Nc3ccc(Cl)cc3F)ncnc2cc1OCCBr, O=C1CCCC(=O)N1, [H-], [Na+], CN(C)C=O. Product: COc1cc2c(Nc3ccc(Cl)cc3F)ncnc2cc1OCCN1C(=O)CCCC1=O. RXN SMILES: [Br:11][CH2:12][CH2:13][O:14][c:15]1[c:16]([O:34][CH3:35])[cH:17][c:18]2[c:19]([NH:25][c:26]3[c:27]([F:33])[cH:28][c:29]([Cl:32])[cH:30][cH:31]3)[n:20][cH:21][n:22][c:23]2[cH:24]1.[C:3]1(=[O:10])[CH2:4][CH2:5][CH2:6][C:7](=[O:9])[NH:8]1.[H-:1].[Na+:2].[O:36]=[CH:37][N:38]([CH3:39])[CH3:40]>>[C:3]1(=[O:10])[CH2:4][CH2:5][CH2:6][C:7](=[O:9])[N:8]1[CH2:12][CH2:13][O:14][c:15]1[c:16]([O:34][CH3:35])[cH:17][c:18]2[c:19]([NH:25][c:26]3[c:27]([F:33])[cH:28][c:29]([Cl:32])[cH:30][cH:31]3)[n:20][cH:21][n:22][c:23]2[cH:24]1.